Dataset: the Open Reaction Database (ORD), a public repository of structured organic reaction records. Task: describe an organic reaction: reactants, conditions, products, and yield Reported procedure: C-2. 8-Ethyl-2-(3-pyridinyl)pyrido[2,3-d]pyrimidin-5(8H)-one--A mixture containing 8.7 g of 2-(3-pyridinyl)pyrido[2,3-d]pyrimidin-5(8H)-one, 1.9 g of 50% sodium hydride in mineral oil and 250 ml of dimethylformamide was stirred at room temperature until evolution of hydrogen ceased. To the mixture was added an additional 50 ml of dimethylformamide and gentle heating was continued on a steam bath for 30 minutes. The mixture was cooled to room temperature and to it was added one drop of diisopropy... Yield: 66.4%. Conditions: time 30 minute. The reagents and catalysts are C(C)(C)NC(C)C (diisopropyl amine). The product is C(C)N1C=CC(C2=C1N=C(N=C2)C=2C=NC=CC2)=O (8-ethyl-2-(3-pyridinyl)pyrido[2,3-d]pyrimidin-5(8H)-one). The solvent is CN(C=O)C (dimethylformamide), CN(C=O)C (dimethylformamide). The reactants are [H][H] (hydrogen), C-2. 8-Ethyl-2-(3-pyridinyl)pyrido[2,3-d]pyrimidin-5(8H)-one, N1=CC(=CC=C1)C=1N=CC2=C(N1)NC=CC2=O (2-(3-pyridinyl)pyrido[2,3-d]pyrimidin-5(8H)-one), [H-].[Na+] (sodium hydride), [H-].[Na+] (sodium hydride), C(C)I (ethyl iodide). As a reaction SMILES: [N:1]1[CH:6]=[CH:5][CH:4]=[C:3]([C:7]2[N:8]=[CH:9][C:10]3[C:16](=[O:17])[CH:15]=[CH:14][NH:13][C:11]=3[N:12]=2)[CH:2]=1.[H-].[Na+].[H][H].[CH2:22](I)[CH3:23]>C(NC(C)C)(C)C.CN(C)C=O>[CH2:22]([N:13]1[C:11]2[N:12]=[C:7]([C:3]3[CH:2]=[N:1][CH:6]=[CH:5][CH:4]=3)[N:8]=[CH:9][C:10]=2[C:16](=[O:17])[CH:15]=[CH:14]1)[CH3:23] |f:1.2|. Reactants: C(C)(C)(C)OC(=O)N1CCN(CC1)C(=O)C1=C(N(C2=C(N=CC=C21)Cl)C2=CC=CC=C2)CC2=C(C(=CC=C2)F)C (4-[7-Chloro-2-(3-fluoro-2-methyl-benzyl)-1-phenyl-1H-pyrrolo[2,3-c]pyridine-3-carbonyl]-piperazine-1-carboxylic acid tert-butyl ester), Cl.Cl.ClC=1N=CC=C2C1N(C(=C2C(=O)N2CCNCC2)CC2=C(C(=CC=C2)F)C)C2=CC=CC=C2 ([7-chloro-2-(3-fluoro-2-methyl-benzyl)-1-phenyl-1H-pyrrolo[2,3-c]pyridin-3-yl]-piperazin-1-yl-methanone dihydrochloride), Cl (hydrochloric acid). Reaction conditions: time 8 hour. Product: ClC=1N=CC=C2C1N(C(=C2C(=O)N2CCNCC2)CC2=C(C(=CC=C2)F)C)C2=CC=CC=C2 ([7-Chloro-2-(3-fluoro-2-methyl-benzyl)-1-phenyl-1H-pyrrolo[2,3-c]pyridin-3-yl]-piperazin-1-yl-methanone). The yield is 35.1%. RXN SMILES: C(OC([N:8]1[CH2:13][CH2:12][N:11]([C:14]([C:16]2[C:24]3[C:19](=[C:20]([Cl:25])[N:21]=[CH:22][CH:23]=3)[N:18]([C:26]3[CH:31]=[CH:30][CH:29]=[CH:28][CH:27]=3)[C:17]=2[CH2:32][C:33]2[CH:38]=[CH:37][CH:36]=[C:35]([F:39])[C:34]=2[CH3:40])=[O:15])[CH2:10][CH2:9]1)=O)(C)(C)C.Cl.Cl.Cl.ClC1N=CC=C2C(C(N3CCNCC3)=O)=C(CC3C=CC=C(F)C=3C)N(C3C=CC=CC=3)C=12>>[Cl:25][C:20]1[N:21]=[CH:22][CH:23]=[C:24]2[C:16]([C:14]([N:11]3[CH2:10][CH2:9][NH:8][CH2:13][CH2:12]3)=[O:15])=[C:17]([CH2:32][C:33]3[CH:38]=[CH:37][CH:36]=[C:35]([F:39])[C:34]=3[CH3:40])[N:18]([C:26]3[CH:31]=[CH:30][CH:29]=[CH:28][CH:27]=3)[C:19]=12 |f:2.3.4|. Procedure details: The compound of step 1 (30 mg, 53 μmol) was reacted analogously as described in example 4, step 2. Dissolution of the obtained solid in a small quantity of MOH, addition of hydrochloric acid (0.1 M) and lyophilization overnight yielded 8.6 mg of the title compound in the form of the [7-chloro-2-(3-fluoro-2-methyl-benzyl)-1-phenyl-1H-pyrrolo[2,3-c]pyridin-3-yl]-piperazin-1-yl-methanone dihydrochloride. The reactants are CC(C[C@]1(NC(N(CCC1)[C@@H](C)C1=CC=C(C=C1)B1OC(C(O1)(C)C)(C)C)=O)C1=CC=CC=C1)=C ((S)-4-(2-methylallyl)-4-phenyl-1-((S)-1-(4-(4,4,5,5-tetramethyl-1,3,2-dioxaborolan-2-yl)phenyl)ethyl)-1,3-diazepan-2-one), C1(=CC=CC=C1)[SiH3] (phenylsilane), C(C)(C)O.C(Cl)Cl (i-propanol CH2Cl2). Reagents/catalysts: [Co] (cobalt). Conditions: time 1 hour. Yields the product OC(C[C@]1(NC(N(CCC1)[C@@H](C)C1=CC=C(C=C1)B1OC(C(O1)(C)C)(C)C)=O)C1=CC=CC=C1)(C)C ((S)-4-(2-hydroxy-2-methylpropyl)-4-phenyl-1-((S)-1-(4-(4,4,5,5-tetramethyl-1,3,2-dioxaborolan-2-yl)phenyl)ethyl)-1,3-diazepan-2-one). Isolated yield 60.0%. Reaction SMILES: [CH3:1][C:2](=[CH2:35])[CH2:3][C@:4]1([C:29]2[CH:34]=[CH:33][CH:32]=[CH:31][CH:30]=2)[CH2:10][CH2:9][CH2:8][N:7]([C@H:11]([C:13]2[CH:18]=[CH:17][C:16]([B:19]3[O:23][C:22]([CH3:25])([CH3:24])[C:21]([CH3:27])([CH3:26])[O:20]3)=[CH:15][CH:14]=2)[CH3:12])[C:6](=[O:28])[NH:5]1.C1([SiH3])C=CC=CC=1.C([OH:46])(C)C.C(Cl)Cl>[Co]>[OH:46][C:2]([CH3:1])([CH3:35])[CH2:3][C@:4]1([C:29]2[CH:30]=[CH:31][CH:32]=[CH:33][CH:34]=2)[CH2:10][CH2:9][CH2:8][N:7]([C@H:11]([C:13]2[CH:18]=[CH:17][C:16]([B:19]3[O:20][C:21]([CH3:26])([CH3:27])[C:22]([CH3:24])([CH3:25])[O:23]3)=[CH:15][CH:14]=2)[CH3:12])[C:6](=[O:28])[NH:5]1 |f:2.3|. Procedure details: To a solution of (S)-4-(2-methylallyl)-4-phenyl-1-((S)-1-(4-(4,4,5,5-tetramethyl-1,3,2-dioxaborolan-2-yl)phenyl)ethyl)-1,3-diazepan-2-one (260 mg, 0.55 mmol) in 2:1 i-propanol/CH2Cl2 (10 mL) was added cobalt catalyst A (7 mg, 2% mol) and phenylsilane (1 mL, excess). The mixture was stirred vigorously in open air for 1 h. LC-MS found the reaction completed. The mixture was quenched with 1% aq HCl, concentrated and purified by chromatography on a 12 g-silica gel cartridge, eluted with a 50˜100% Et... Reactants: CC(C)(C)OC(=O)NC1CCNC1, C1CCOC1, Cc1cc(NC(=O)NCCCl)c2ccccc2n1, [Na+], O=C([O-])O. Product: Cc1cc(NC(=O)NCCN2CCC(NC(=O)OC(C)(C)C)C2)c2ccccc2n1. As a reaction SMILES: [C:1]([CH3:2])([CH3:3])([CH3:4])[O:5][C:6]([NH:7][CH:8]1[CH2:9][NH:10][CH2:11][CH2:12]1)=[O:13].[CH2:37]1[O:38][CH2:39][CH2:40][CH2:41]1.[Cl:14][CH2:15][CH2:16][NH:17][C:18](=[O:19])[NH:20][c:21]1[cH:22][c:23]([CH3:31])[n:24][c:25]2[cH:26][cH:27][cH:28][cH:29][c:30]12.[Na+:36].[O-:32][C:33]([OH:34])=[O:35]>>[C:1]([CH3:2])([CH3:3])([CH3:4])[O:5][C:6]([NH:7][CH:8]1[CH2:9][N:10]([CH2:15][CH2:16][NH:17][C:18](=[O:19])[NH:20][c:21]2[cH:22][c:23]([CH3:31])[n:24][c:25]3[cH:26][cH:27][cH:28][cH:29][c:30]23)[CH2:11][CH2:12]1)=[O:13]. Starting materials: C(=O)([O-])[O-].[K+].[K+] (K2CO3), CN1CCC(CC1)C1OC2=C(CN3C1=CC=C3)C=CC=C2 (11-[(1-methyl)piperidin-4-yl]-5H,11H-pyrrolo[2,1-c][1,4]benzoxazepine), N#CBr (cyanogen bromide). The solvent is C(Cl)(Cl)Cl (chloroform), C(Cl)(Cl)Cl (chloroform). Conditions: time 1 hour. The product is C(#N)N1CCC(CC1)C1OC2=C(CN3C1=CC=C3)C=CC=C2 (11-[(1-Cyano)piperidin-4-yl]-5H,11H-pyrrolo[2,1-c][1,4]benzoxazepine). As a reaction SMILES: C([O-])([O-])=O.[K+].[K+].[N:7]#CBr.[CH3:10][N:11]1[CH2:16][CH2:15][CH:14]([CH:17]2[C:23]3=[CH:24][CH:25]=[CH:26][N:22]3[CH2:21][C:20]3[CH:27]=[CH:28][CH:29]=[CH:30][C:19]=3[O:18]2)[CH2:13][CH2:12]1>C(Cl)(Cl)Cl>[C:10]([N:11]1[CH2:16][CH2:15][CH:14]([CH:17]2[C:23]3=[CH:24][CH:25]=[CH:26][N:22]3[CH2:21][C:20]3[CH:27]=[CH:28][CH:29]=[CH:30][C:19]=3[O:18]2)[CH2:13][CH2:12]1)#[N:7] |f:0.1.2|. Procedure: Milled K2CO3 (25 g, 0.18 mole) was added to a solution of cyanogen bromide (10.6 g, 0.1 mole) in 100 ml chloroform, and the mixture was heated to reflux and a solution of 11-[(1-methyl)piperidin-4-yl]-5H,11H-pyrrolo[2,1-c][1,4]benzoxazepine (24 g, 0.085 mole) in 100 ml chloroform was added thereto over a period of one hour. The reactants are 1,1,1-trifluoro-2-decyl-6-hydroxynaphthalene-2-carboxylate, FC1=C(C(=O)OC(C(F)(F)F)CCCCCC)C=CC(=C1)O (1,1,1-Trifluoro-2-octyl 2-fluoro-4-hydroxybenzoate), C(CCCCCCC)OC1=CC=C(C=C1)C1=CC=C(C=C1)C(=O)OC1=CC(=C(C=C1)C(=O)OC(C(F)(F)F)CCCCCC)F (3-Fluoro-4-(1,1,1-trifluoro-2-octyloxycarbonyl)phenyl 4-octyloxybiphenyl-4'-carboxylate). The solvent is O1CCCC1 (tetrahydrofuran). Product: C(CCCCCCC)OC1=CC=C(C(=O)O)C=C1 (4-n-octyloxybenzoic acid). RXN SMILES: FC1C=C(O)C=CC=1C(OC(CCCCCC)C(F)(F)F)=O.C(OC1C=C[C:35]([C:38]2C=C[C:41]([C:44]([O:46][C:47]3[CH:52]=[CH:51][C:50]([C:53]([O:55]C(CCCCCC)C(F)(F)F)=[O:54])=[C:49](F)[CH:48]=3)=O)=[CH:40][CH:39]=2)=[CH:34][CH:33]=1)CCCCCCC>O1CCCC1>[CH2:44]([O:46][C:47]1[CH:48]=[CH:49][C:50]([C:53]([OH:55])=[O:54])=[CH:51][CH:52]=1)[CH2:41][CH2:40][CH2:39][CH2:38][CH2:35][CH2:34][CH3:33]. Procedure: To a solution of the 1,1,1-trifluoro-2-decyl-6-hydroxynaphthalene-2-carboxylate (0.5 g) obtained in (1) above, the 4-n-octyloxybenzoic acid (0.4 g) obtained in (2) above in tetrahydrofuran (40 ml) were added dicyclohexylcarbodiimide (0.45 g) and dimethylaminopyridine (0.05 g). The solution was stirred at room temperature overnight. The solution was distilled to remove the solvent. The residue was dissolved in dichloromethane (50 ml) and the solution was washed with dilute aqueous hydrochloric ac... Starting materials: CC1=C(C(=NO1)C1=CC=CC=C1)C(=O)C(=O)O (5-methyl-3-phenyl-4-isoxazoloyl carboxylic acid), S(=O)(Cl)Cl (thionyl chloride). Reagents/catalysts: N1=CC=CC=C1 (pyridine). Product: CC1=C(C(=NO1)C1=CC=CC=C1)C(=O)Cl (5-methyl-3-phenyl- 4-isoxazoloyl chloride). Reaction SMILES: [CH3:1][C:2]1[O:6][N:5]=[C:4]([C:7]2[CH:12]=[CH:11][CH:10]=[CH:9][CH:8]=2)[C:3]=1[C:13](C(O)=O)=[O:14].S(Cl)([Cl:20])=O>N1C=CC=CC=1>[CH3:1][C:2]1[O:6][N:5]=[C:4]([C:7]2[CH:12]=[CH:11][CH:10]=[CH:9][CH:8]=2)[C:3]=1[C:13]([Cl:20])=[O:14]. Procedure: A mixture of 111.76 g of 5-methyl-3-phenyl-4-isoxazoloyl carboxylic acid, 6 drops of pyridine and 29.5 ml of thionyl chloride is stirred under reflux for 4 hrs. The excess thionyl chloride is evaporated in vacuo. Distillation of the residue yields 113.74 g of yellow liquid. Starting materials: ClC=1C=C2C(=CC=NC2=CC1)CN1N=C2N(C(NC(C2=C1C1=CC(=CN1C)C#N)=S)=O)CC1CC1 (5-[2-[(6-chloroquinolin-4-yl)methyl]-7-(cyclopropylmethyl)-6-oxo-4-thioxo-4,5,6,7-tetrahydro-2H-pyrazolo[3,4-d]pyrimidin-3-yl]-1-methyl-1H-pyrrole-3-carbonitrile), N (ammonia). Reagents/catalysts: [Hg](Cl)Cl (mercury (II) chloride). The solvent is C1CCOC1 (THF), CO (methanol). Conditions: temperature 60 celsius. Product: NC=1C=2C(N(C(N1)=O)CC1CC1)=NN(C2C2=CC(=CN2C)C#N)CC2=CC=NC1=CC=C(C=C21)Cl (5-[4-amino-2-[(6-chloroquinolin-4-yl)methyl]-7-(cyclopropylmethyl)-6-oxo-6,7-dihydro-2H-pyrazolo[3,4-d]pyrimidin-3-yl]-1-methyl-1H-pyrrole-3-carbonitrile). The yield is 48.0%. Reaction SMILES: [Cl:1][C:2]1[CH:3]=[C:4]2[C:9](=[CH:10][CH:11]=1)[N:8]=[CH:7][CH:6]=[C:5]2[CH2:12][N:13]1[C:21]([C:22]2[N:26]([CH3:27])[CH:25]=[C:24]([C:28]#[N:29])[CH:23]=2)=[C:20]2[C:15]([N:16]([CH2:32][CH:33]3[CH2:35][CH2:34]3)[C:17](=[O:31])[NH:18][C:19]2=S)=[N:14]1.[NH3:36]>C1COCC1.CO.[Hg](Cl)Cl>[NH2:36][C:19]1[C:20]2[C:15](=[N:14][N:13]([CH2:12][C:5]3[C:4]4[C:9](=[CH:10][CH:11]=[C:2]([Cl:1])[CH:3]=4)[N:8]=[CH:7][CH:6]=3)[C:21]=2[C:22]2[N:26]([CH3:27])[CH:25]=[C:24]([C:28]#[N:29])[CH:23]=2)[N:16]([CH2:32][CH:33]2[CH2:35][CH2:34]2)[C:17](=[O:31])[N:18]=1. Procedure details: 5-[2-[(6-chloroquinolin-4-yl)methyl]-7-(cyclopropylmethyl)-6-oxo-4-thioxo-4,5,6,7-tetrahydro-2H-pyrazolo[3,4-d]pyrimidin-3-yl]-1-methyl-1H-pyrrole-3-carbonitrile (0.5g, 1.0 mmol) was dissolved in 10 mL anhydrous THF. Anhydrous ammonia in methanol (20 mL of 2M solution) was added, followed by mercury (II) chloride (410 mg, 1.5 mmol, 1.5 eq). The mixture was heated to 60° C. for 48 h. Volatiles were evaporated and the residue dissolved in 100 mL ethyl acetate, 50 mL dichloromethane, and 100 mL wat...